Dataset: the Open Reaction Database (ORD), a public repository of structured organic reaction records. Task: describe an organic reaction: reactants, conditions, products, and yield Starting materials: OCC=1N=C2SCCN2C1 (2,3-Dihydro-6-hydroxymethylimidazo[2,1-b]thiazole). Reagents/catalysts: [O-2].[O-2].[Mn+4] (Manganese dioxide). The solvent is C(C)#N (acetonitrile), O (water). Reaction conditions: time 1.5 hour. Product: S1C=2N(CC1)C=C(N2)C=O (2,3-Dihydroimidazo[2,1-b]thiazole-6-carboxaldehyde). RXN SMILES: [OH:1][CH2:2][C:3]1[N:4]=[C:5]2[N:9]([CH:10]=1)[CH2:8][CH2:7][S:6]2>C(#N)C.O.[O-2].[O-2].[Mn+4]>[S:6]1[CH2:7][CH2:8][N:9]2[CH:10]=[C:3]([CH:2]=[O:1])[N:4]=[C:5]12 |f:3.4.5|. Procedure: 2,3-Dihydro-6-hydroxymethylimidazo[2,1-b]thiazole (1.47 g, 9.4 mmol) was dissolved in acetonitrile (30 ml) by addition of water (minimum volume). Manganese dioxide (4.41 g, 3 wt. equivalents) was added and the mixture stirred at ambient temperatures for 1.5 h. The mixture was filtered through Keiselguhr, the filter pad washed with water and the combined filtrate and washings evaporated to dryness under reduced pressure. The residue was triturated under diethyl ether, the solid collected by filtr...